Dataset: the Open Reaction Database (ORD), a public repository of structured organic reaction records. Task: describe an organic reaction: reactants, conditions, products, and yield Starting materials: C(=C)C1=C(C=CC(=C1)F)[N+](=O)[O-] (2-ethenyl-4-fluoro-1-nitrobenzene), CS(=O)(=O)C1=CC=C(C=N1)O (6-(methylsulfonyl)pyridin-3-ol), C([O-])([O-])=O.[K+].[K+] (potassium carbonate). Isolated yield 78.8%. Yields the product C(=C)C=1C=C(OC=2C=CC(=NC2)S(=O)(=O)C)C=CC1[N+](=O)[O-] (5-(3-Ethenyl-4-nitrophenoxy)-2-(methylsulfonyl)pyridine). Procedure details: A mixture of 2-ethenyl-4-fluoro-1-nitrobenzene (9.6 g), 6-(methylsulfonyl)pyridin-3-ol (10.0 g), potassium carbonate (8.3 g), and N,N-dimethylformamide (90 mL) was stirred at 60° C. for 25 hr. The reaction solution was concentrated under reduced pressure, to the obtained residue was added an aqueous citric acid solution, and the mixture was extracted with ethyl acetate. The organic layer was washed with aqueous citric acid solution and saturated brine, dried over magnesium sulfate, filtered and ... Run in CN(C=O)C (N,N-dimethylformamide). Conditions: temperature 60 celsius, time 25 hour. RXN SMILES: [CH:1]([C:3]1[CH:8]=[C:7](F)[CH:6]=[CH:5][C:4]=1[N+:10]([O-:12])=[O:11])=[CH2:2].[CH3:13][S:14]([C:17]1[N:22]=[CH:21][C:20]([OH:23])=[CH:19][CH:18]=1)(=[O:16])=[O:15].C(=O)([O-])[O-].[K+].[K+]>CN(C)C=O>[CH:1]([C:3]1[CH:8]=[C:7]([CH:6]=[CH:5][C:4]=1[N+:10]([O-:12])=[O:11])[O:23][C:20]1[CH:19]=[CH:18][C:17]([S:14]([CH3:13])(=[O:16])=[O:15])=[N:22][CH:21]=1)=[CH2:2] |f:2.3.4|. Starting materials: C[O-], CN(C)CCCl, CN(C)C=O, CCN1CN2C(=N1)C(c1ccccc1Cl)=NCC1=C2S(=O)CC1, [Na+], O. Product: CCN1CN2C(=N1)C(c1ccccc1Cl)=NCC1=C2S(=O)C(CCN(C)C)C1. As a reaction SMILES: [CH3:24][O-:25].[CH3:27][N:28]([CH2:29][CH2:30][Cl:31])[CH3:32].[CH3:34][N:35]([CH3:36])[CH:37]=[O:38].[Cl:1][c:2]1[c:3]([C:8]2=[N:9][CH2:10][C:11]3=[C:12]([N:13]4[C:14]2=[N:15][N:16]([CH2:18][CH3:19])[CH2:17]4)[S:20](=[O:23])[CH2:21][CH2:22]3)[cH:4][cH:5][cH:6][cH:7]1.[Na+:26].[OH2:33]>>[Cl:1][c:2]1[c:3]([C:8]2=[N:9][CH2:10][C:11]3=[C:12]([N:13]4[C:14]2=[N:15][N:16]([CH2:18][CH3:19])[CH2:17]4)[S:20](=[O:23])[CH:21]([CH2:30][CH2:29][N:28]([CH3:27])[CH3:32])[CH2:22]3)[cH:4][cH:5][cH:6][cH:7]1. The product is C1(=CC=CC=C1)C1=CN=C(O1)CNC=O (N-(5-phenyl-2-oxazolylmethyl)formamide). RXN SMILES: O1[C:5](=O)[CH:4]=[NH+:3][N-]1.C([C:9]1[C:13](=[O:14])O[N-][N+:10]=1[CH3:15])=O.N/[C:17](/[CH3:23])=[CH:18]\[C:19](OC)=O.[C:24](OC)(=O)[CH2:25]C(C)=O.C[OH:33]>>[C:17]1([C:5]2[O:14][C:13]([CH2:9][NH:10][CH:15]=[O:33])=[N:3][CH:4]=2)[CH:23]=[CH:25][CH:24]=[CH:19][CH:18]=1 |f:0.1|. Starting materials: 2-pyridine-N-oxide, O1[N-][NH+]=CC1=O.C(=O)C1=[N+]([N-]OC1=O)C (4-formyl-3-methylsydnone sydnone), N\C(=C/C(=O)OC)\C (methyl 3-aminocrotonate), C(CC(=O)C)(=O)OC (methyl acetoacetate), CO (methanol). Procedure details: To 0.78 g (5 mmol) 2-pyridine-N-oxide carboxaldehyde (1) in 15 ml methanol was added 0.58 g (5 mmol) methyl 3-aminocrotonate and 0.58 g (5 mmol) methyl acetoacetate and the resulting solution was refluxed for 18 hours. The cooled reaction mixture was filtered to give a yellow solid that was triturated with hexane to give pure (2), m.p. 225°-228°. Starting materials: [OH-].[Li+] (lithium hydroxide), N1=CN=C(C=C1)NC1=NN=C(O1)C(=O)NC1=CC=C(C=C1)[C@@H]1CC[C@H](CC1)CC(=O)OC (methyl {trans-4-[4-({[5-(pyrimidin-4-ylamino)-1,3,4-oxadiazol-2-yl]-carbonyl}amino)phenyl]cyclohexyl}acetate), C(CC(O)(C(=O)O)CC(=O)O)(=O)O (Citric acid), CCOC(=O)C (EtOAc). The solvent is O (H2O), C1CCOC1 (THF), CO (MeOH). Reaction conditions: temperature 35 celsius, time 2 hour. The product is N1=CN=C(C=C1)NC1=NN=C(O1)C(=O)NC1=CC=C(C=C1)[C@@H]1CC[C@H](CC1)CC(=O)O ({trans-4-[4-({[5-(Pyrimidin-4-ylamino)-1,3,4-oxadiazol-2-yl]carbonyl}amino)-phenyl]cyclohexyl}acetic acid). Isolated yield 59.2%. As a reaction SMILES: [OH-].[Li+].[N:3]1[CH:8]=[CH:7][C:6]([NH:9][C:10]2[O:14][C:13]([C:15]([NH:17][C:18]3[CH:23]=[CH:22][C:21]([C@H:24]4[CH2:29][CH2:28][C@H:27]([CH2:30][C:31]([O:33]C)=[O:32])[CH2:26][CH2:25]4)=[CH:20][CH:19]=3)=[O:16])=[N:12][N:11]=2)=[N:5][CH:4]=1.C(O)(=O)CC(CC(O)=O)(C(O)=O)O.CCOC(C)=O>O.C1COCC1.CO>[N:3]1[CH:8]=[CH:7][C:6]([NH:9][C:10]2[O:14][C:13]([C:15]([NH:17][C:18]3[CH:23]=[CH:22][C:21]([C@H:24]4[CH2:25][CH2:26][C@H:27]([CH2:30][C:31]([OH:33])=[O:32])[CH2:28][CH2:29]4)=[CH:20][CH:19]=3)=[O:16])=[N:12][N:11]=2)=[N:5][CH:4]=1 |f:0.1|. Procedure: A solution of lithium hydroxide (101 mg, 2.41 mmol) in H2O (1.5 mL) was added in one portion to a solution of methyl {trans-4-[4-({[5-(pyrimidin-4-ylamino)-1,3,4-oxadiazol-2-yl]-carbonyl}amino)phenyl]cyclohexyl}acetate (Example 416, 105 mg, 0.24 mmol) in a mixture of THF (1.8 mL) and MeOH (3 mL) and the reaction mixture was stirred at 35° C. for 2 h. Citric acid (50 mL) and EtOAc (50 mL) were added and the layers were separated and the aqueous layer was filtered to leave a solid. The solid was w... The reactants are OC1=NOC(=C1)C=1C=NC=CC1 (3-Hydroxy-5-(3-pyridyl)isoxazole), C(C)(C)(C)OC(=O)NCCO (2-(N-tert-butoxycarbonylamino)ethanol). Product: C(C)(C)(C)OC(=O)NCCOC1=NOC(=C1)C=1C=NC=CC1 (3-(2-(N-tert-Butoxycarbonylamino)ethoxy)-5-(3-pyridyl)isoxazole). The yield is 66.0%. Reaction SMILES: [OH:1][C:2]1[CH:6]=[C:5]([C:7]2[CH:8]=[N:9][CH:10]=[CH:11][CH:12]=2)[O:4][N:3]=1.[C:13]([O:17][C:18]([NH:20][CH2:21][CH2:22]O)=[O:19])([CH3:16])([CH3:15])[CH3:14]>>[C:13]([O:17][C:18]([NH:20][CH2:21][CH2:22][O:1][C:2]1[CH:6]=[C:5]([C:7]2[CH:8]=[N:9][CH:10]=[CH:11][CH:12]=2)[O:4][N:3]=1)=[O:19])([CH3:16])([CH3:15])[CH3:14]. Reported procedure: 3-Hydroxy-5-(3-pyridyl)isoxazole (0.41 g) and 2-(N-tert-butoxycarbonylamino)ethanol (0.40 g) were subjected to reaction and post-treatment in a similar manner to that described in Example 1(a) to obtain the title compound (0.50 g, 65%) as colorless crystals. Reactants: C(C1=CC=CC=C1)NC=1NC(C=2NC=NC2N1)=O.C(=O)(OCC1C2=CC=CC=C2C2=CC=CC=C12)N1CCCCC1 (benzylguanine N-Fmoc-piperidine), FC(C(=O)O)(F)F (trifluoroacetic acid), N1CCCCC1 (piperidine), C(C)#N (acetonitrile). The solvent is CN(C=O)C (dimethylformamide), O (water). Reaction conditions: time 1 hour. Yields the product C(C1=CC=CC=C1)NC=1NC(C=2NC=NC2N1)=O.N1CCCCC1 (benzylguanine piperidine). As a reaction SMILES: [CH2:1]([NH:8][C:9]1[NH:10][C:11](=[O:18])[C:12]2[NH:13][CH:14]=[N:15][C:16]=2[N:17]=1)[C:2]1[CH:7]=[CH:6][CH:5]=[CH:4][CH:3]=1.C([N:36]1[CH2:41][CH2:40][CH2:39][CH2:38][CH2:37]1)(OCC1C2C(=CC=CC=2)C2C1=CC=CC=2)=O.N1CCCCC1.C(#N)C.FC(F)(F)C(O)=O>CN(C)C=O.O>[CH2:1]([NH:8][C:9]1[NH:10][C:11](=[O:18])[C:12]2[NH:13][CH:14]=[N:15][C:16]=2[N:17]=1)[C:2]1[CH:7]=[CH:6][CH:5]=[CH:4][CH:3]=1.[NH:36]1[CH2:41][CH2:40][CH2:39][CH2:38][CH2:37]1 |f:0.1,7.8|. Procedure details: Weighed into a 1.5 ml Eppendorf tube were 1.8 mg (3 μmol) of benzylguanine-N-Fmoc-piperidine which was dissolved in 190 μl of anhydrous dimethylformamide. 10 μl of piperidine were added and the reaction mixture was left stirring for one hour. The reaction was monitored by HPLC on a Merck Lichrospher RP °18, 5 μm, 125×4.6 column with a gradient of acetonitrile in water containing 0.2% of trifluoroacetic acid.